From a dataset of the Open Reaction Database (ORD), a public repository of structured organic reaction records. describe an organic reaction: reactants, conditions, products, and yield Run at temperature -2.5 celsius, time 1 hour. RXN SMILES: [H-].[Na+].C([CH:5](CC)[C:6](=[O:11])[CH2:7][C:8]([NH2:10])=[O:9])C.[CH2:14]([Li])[CH2:15]CC.[CH:19]1([C:22]2[C:31]([CH:32]=[CH:33][C:34](N(OC)C)=[O:35])=[C:30]([C:40]3[CH:45]=[CH:44][C:43]([F:46])=[CH:42][CH:41]=3)[C:29]3[C:24](=[CH:25][CH:26]=[CH:27][CH:28]=3)[N:23]=2)[CH2:21][CH2:20]1.[C:47](O)(=O)[CH3:48].[Na+].[Cl-]>O1CCCC1.O>[CH2:14]([N:10]([CH2:47][CH3:48])[C:8](=[O:9])[CH2:7][C:6](=[O:11])[CH2:5][C:34](=[O:35])/[CH:33]=[CH:32]/[C:31]1[C:22]([CH:19]2[CH2:20][CH2:21]2)=[N:23][C:24]2[C:29]([C:30]=1[C:40]1[CH:41]=[CH:42][C:43]([F:46])=[CH:44][CH:45]=1)=[CH:28][CH:27]=[CH:26][CH:25]=2)[CH3:15] |f:0.1,6.7|. The product is C(C)N(C(CC(CC(\C=C\C=1C(=NC2=CC=CC=C2C1C1=CC=C(C=C1)F)C1CC1)=O)=O)=O)CC ((E)-7-[2-cyclopropyl-4-(4-fluoro-phenyl)-quinolin-3-yl]-3,5-dioxo-hept-6-enoic acid diethyl amide). Procedure: To a suspension of sodium hydride (600 mg, 25.0 mmol) in tetrahydrofurane (20 ml) under argon is added at −5° C. diethyl acetoacetamide (3.93 g, 25.0 mmol) in tetrahydrofurane (2.0 ml), tetrahydrofurane (22.0 ml), butyllithium (n-heptane solution, 9.2 ml, 25.0 mmol), and a solution of 3-[2-cyclopropyl-4-(4-fluoro-phenyl)-quinolin-3-yl]-N-methoxy-N-methyl-acrylamide (4.51 g, 12.0 mmol) in tetrahydrofurane (40 ml). After 1 h stirring at −5 to 0° C., acetic acid (4.4 g, 73.3 mmol), 25% aq. NaCl (10... The solvent is O (water), O1CCCC1 (tetrahydrofurane), O1CCCC1 (tetrahydrofurane), O1CCCC1 (tetrahydrofurane), O1CCCC1 (tetrahydrofurane). Reactants: C(C)(=O)O (acetic acid), [Na+].[Cl-] (NaCl), C(C)C(C(CC(=O)N)=O)CC (diethyl acetoacetamide), C(CCC)[Li] (butyllithium), [H-].[Na+] (sodium hydride), C1(CC1)C1=NC2=CC=CC=C2C(=C1C=CC(=O)N(C)OC)C1=CC=C(C=C1)F (3-[2-cyclopropyl-4-(4-fluoro-phenyl)-quinolin-3-yl]-N-methoxy-N-methyl-acrylamide). Starting materials: compound ( 36 ), NC1=C(N=CN1[C@H]1[C@H]([C@H](OC(C)=O)[C@H](O1)COC(C)=O)F)C(=O)O (5-amino-1-(3,5-di-O-acetyl-2-deoxy-2-fluoro-β-D-arabinofuranosyl)imidazole-4-carboxylic acid), F[C@H]1C(O)O[C@@H]([C@H]1O)CO (2-deoxy-2-fluoro-α,β-D-ribofuranose), [N+](=[N-])=C (diazomethane), [Cl-] (chloride). Solvent: C(C)OCC (diethylether), O1CCCC1 (tetrahydrofuran). The product is C(C)(=O)O[C@H]1[C@@H]([C@@H](O[C@@H]1COC(C)=O)N1C=NC(=C1N=CN(C)C)C(C=[N+]=[N-])=O)F (1-(3,5-di-O-acetyl-2-deoxy-2-fluoro-β-D-arabinofuranosyl)4-diazoacetyl-5-(dimethylaminomethyleneamino)imidazole). Yield: 75.0%. As a reaction SMILES: [NH2:1][C:2]1[N:6]([C@@H:7]2[O:15][C@H:14]([CH2:16][O:17][C:18](=[O:20])[CH3:19])[C@@H:9]([O:10][C:11](=[O:13])[CH3:12])[C@@H:8]2[F:21])[CH:5]=[N:4][C:3]=1[C:22]([OH:24])=O.F[C@@H]1[C@H](O)[C@@H](CO)OC1O.[Cl-].[N+:36](=[CH2:38])=[N-:37]>O1CCCC1.C(OCC)C>[C:11]([O:10][C@@H:9]1[C@@H:14]([CH2:16][O:17][C:18](=[O:20])[CH3:19])[O:15][C@@H:7]([N:6]2[C:2]([N:1]=[CH:5][N:6]([CH3:7])[CH3:2])=[C:3]([C:22](=[O:24])[CH:38]=[N+:36]=[N-:37])[N:4]=[CH:5]2)[C@H:8]1[F:21])(=[O:13])[CH3:12]. Procedure details: Compound (35) (93 mg) obtained in item (3) above was dissolved in tetrahydrofuran (4.5 ml), to which was then added N,N-dimethylchloroforminium chloride (135 mg) under ice-cooling. The resulting mixture was allowed to undergo the reaction for 30 minutes. The reaction solution containing compound (36) thus produced was then added to a 0.2M diazomethane solution (30 ml) in diethylether and the reaction was maintained at room temperature for 1 hour. The reaction solution so obtained was filtered an... Starting materials: CCCC1CCC(C2CCC(C=Cc3cc([Si](C)(C)C)c(OCC)c(F)c3C(F)(F)F)CC2)CC1, C1CCOC1, CCCC[N+](CCCC)(CCCC)CCCC, C1CCOC1, [F-], O. Yields the product CCCC1CCC(C2CCC(C=Cc3ccc(OCC)c(F)c3C(F)(F)F)CC2)CC1. RXN SMILES: [CH2:1]([CH2:2][CH3:3])[CH:4]1[CH2:5][CH2:6][CH:7]([CH:10]2[CH2:11][CH2:12][CH:13]([CH:16]=[CH:17][c:18]3[c:19]([C:32]([F:33])([F:34])[F:35])[c:20]([F:31])[c:21]([O:28][CH2:29][CH3:30])[c:22]([Si:24]([CH3:25])([CH3:26])[CH3:27])[cH:23]3)[CH2:14][CH2:15]2)[CH2:8][CH2:9]1.[CH2:37]1[O:38][CH2:39][CH2:40][CH2:41]1.[CH2:43]([N+:44]([CH2:45][CH2:46][CH2:47][CH3:48])([CH2:49][CH2:50][CH2:51][CH3:52])[CH2:53][CH2:54][CH2:55][CH3:56])[CH2:57][CH2:58][CH3:59].[CH2:60]1[O:61][CH2:62][CH2:63][CH2:64]1.[F-:42].[OH2:36]>>[CH2:1]([CH2:2][CH3:3])[CH:4]1[CH2:5][CH2:6][CH:7]([CH:10]2[CH2:11][CH2:12][CH:13]([CH:16]=[CH:17][c:18]3[c:19]([C:32]([F:33])([F:34])[F:35])[c:20]([F:31])[c:21]([O:28][CH2:29][CH3:30])[cH:22][cH:23]3)[CH2:14][CH2:15]2)[CH2:8][CH2:9]1. The reactants are CCCN=C(N)Nc1ccnc(CCCCC(=N)OC)n1, CO, [Cl-], [NH4+]. Product: CCCN=C(N)Nc1ccnc(CCCCC(=N)N)n1, Cl. As a reaction SMILES: [CH2:1]([CH2:2][CH3:3])[N:4]=[C:5]([NH:6][c:7]1[n:8][c:9]([CH2:13][CH2:14][CH2:15][CH2:16][C:17]([O:18][CH3:19])=[NH:20])[n:10][cH:11][cH:12]1)[NH2:21].[CH3:24][OH:25].[Cl-:22].[NH4+:23]>>[CH2:1]([CH2:2][CH3:3])[N:4]=[C:5]([NH:6][c:7]1[n:8][c:9]([CH2:13][CH2:14][CH2:15][CH2:16][C:17](=[NH:20])[NH2:23])[n:10][cH:11][cH:12]1)[NH2:21].[ClH:22]. The reactants are CC(=O)OCC(F)=CC1(c2ccc(F)cc2F)CC1, [Mg], Brc1cccc(Oc2ccccc2)c1, C1CCOC1. The product is FC(=CC1(c2ccc(F)cc2F)CC1)Cc1cccc(Oc2ccccc2)c1. As a reaction SMILES: [C:16]([O:17][CH2:20][C:21](=[CH:22][C:23]1([c:26]2[c:27]([F:33])[cH:28][c:29]([F:32])[cH:30][cH:31]2)[CH2:24][CH2:25]1)[F:34])(=[O:18])[CH3:19].[Mg:15].[O:1]([c:2]1[cH:3][cH:4][cH:5][cH:6][cH:7]1)[c:8]1[cH:9][c:10]([Br:14])[cH:11][cH:12][cH:13]1.[O:35]1[CH2:36][CH2:37][CH2:38][CH2:39]1>>[O:1]([c:2]1[cH:3][cH:4][cH:5][cH:6][cH:7]1)[c:8]1[cH:9][c:10]([CH2:20][C:21](=[CH:22][C:23]2([c:26]3[c:27]([F:33])[cH:28][c:29]([F:32])[cH:30][cH:31]3)[CH2:24][CH2:25]2)[F:34])[cH:11][cH:12][cH:13]1. Reactants: O=C(O)c1nc2ccc(Cl)cc2nc1Cl, COc1nc2cc(Cl)ccc2nc1C(=O)O. Yields the product COc1ccc2nc(C(=O)O)c(OC)nc2c1. Reaction SMILES: [Cl:17][c:18]1[c:19]([C:29]([OH:20])=[O:30])[n:21][c:22]2[c:23]([n:24]1)[cH:25][c:26]([Cl:27])[cH:28][cH:31]2.[Cl:1][c:2]1[cH:3][c:4]2[n:5][c:6]([O:15][CH3:16])[c:7]([C:12](=[O:13])[OH:14])[n:8][c:9]2[cH:10][cH:11]1>>[c:2]1([O:30][CH3:29])[cH:3][c:4]2[n:5][c:6]([O:15][CH3:16])[c:7]([C:12](=[O:13])[OH:14])[n:8][c:9]2[cH:10][cH:11]1. The reactants are COC(=O)c1ccc(N(C)C(=O)OC(C)(C)C)cn1, CCOC(=O)CCC(NC(=O)c1ccc(NC)cn1)C(=O)OCC, CI, CCO, O. The product is CN(C(=O)OC(C)(C)C)c1ccc(C(=O)O)nc1. RXN SMILES: [C:25]([CH3:26])([CH3:27])([CH3:28])[O:29][C:30](=[O:31])[N:32]([CH3:33])[c:34]1[cH:35][cH:36][c:37]([C:40](=[O:41])[O:42][CH3:43])[n:38][cH:39]1.[CH3:1][NH:2][c:3]1[cH:4][n:5][c:6]([C:7]([NH:8][CH:9]([C:10]([O:11][CH2:12][CH3:13])=[O:14])[CH2:15][CH2:16][C:17]([O:18][CH2:19][CH3:20])=[O:21])=[O:22])[cH:23][cH:24]1.[CH3:44][I:45].[CH3:47][CH2:48][OH:49].[OH2:46]>>[C:25]([CH3:26])([CH3:27])([CH3:28])[O:29][C:30](=[O:31])[N:32]([CH3:33])[c:34]1[cH:35][cH:36][c:37]([C:40](=[O:41])[OH:42])[n:38][cH:39]1. The reactants are [Br-], Cc1ccccc1C(=O)CBr, CCCC[N+](CCCC)(CCCC)CCCC, Cc1ccccc1, CCOC(C)=O, Cl, [Na+], Cc1ccc2c(c1)NC(=O)C(NC(=O)OC(C)(C)C)CN2C(=O)c1ccco1, [OH-]. Product: Cc1ccc2c(c1)N(CC(=O)c1ccccc1C)C(=O)C(NC(=O)OC(C)(C)C)CN2C(=O)c1ccco1. As a reaction SMILES: [Br-:50].[Br:29][CH2:30][C:31](=[O:32])[c:33]1[c:34]([CH3:39])[cH:35][cH:36][cH:37][cH:38]1.[CH2:51]([N+:52]([CH2:53][CH2:54][CH2:55][CH3:56])([CH2:57][CH2:58][CH2:59][CH3:60])[CH2:61][CH2:62][CH2:63][CH3:64])[CH2:65][CH2:66][CH3:67].[CH3:43][c:44]1[cH:45][cH:46][cH:47][cH:48][cH:49]1.[CH3:68][CH2:69][O:70][C:71](=[O:72])[CH3:73].[ClH:42].[Na+:41].[O:1]=[C:2]1[CH:3]([NH:21][C:22](=[O:23])[O:24][C:25]([CH3:26])([CH3:27])[CH3:28])[CH2:4][N:5]([C:14](=[O:15])[c:16]2[o:17][cH:18][cH:19][cH:20]2)[c:6]2[c:7]([cH:9][c:10]([CH3:13])[cH:11][cH:12]2)[NH:8]1.[OH-:40]>>[O:1]=[C:2]1[CH:3]([NH:21][C:22](=[O:23])[O:24][C:25]([CH3:26])([CH3:27])[CH3:28])[CH2:4][N:5]([C:14](=[O:15])[c:16]2[o:17][cH:18][cH:19][cH:20]2)[c:6]2[c:7]([cH:9][c:10]([CH3:13])[cH:11][cH:12]2)[N:8]1[CH2:30][C:31](=[O:32])[c:33]1[c:34]([CH3:39])[cH:35][cH:36][cH:37][cH:38]1. The reactants are [Al+3], COC(=O)c1oc(C)nc1-c1ccc2c(c1)CCCC2, CCOCC, [H-], [H-], [H-], [H-], [Li+], O. Yields the product Cc1nc(-c2ccc3c(c2)CCCC3)c(CO)o1. As a reaction SMILES: [Al+3:22].[CH3:1][c:2]1[o:3][c:4]([C:17](=[O:18])[O:19][CH3:20])[c:5](-[c:7]2[cH:8][c:9]3[c:14]([cH:15][cH:16]2)[CH2:13][CH2:12][CH2:11][CH2:10]3)[n:6]1.[CH3:28][CH2:29][O:30][CH2:31][CH3:32].[H-:21].[H-:24].[H-:25].[H-:26].[Li+:23].[OH2:27]>>[CH3:1][c:2]1[o:3][c:4]([CH2:17][OH:18])[c:5](-[c:7]2[cH:8][c:9]3[c:14]([cH:15][cH:16]2)[CH2:13][CH2:12][CH2:11][CH2:10]3)[n:6]1. Reactants: COC1=NC=CC=C1CC1=CN=C(S1)N (5-(2-Methoxy-pyridin-3-ylmethyl)-thiazol-2-ylamine), ClC(C=O)CC=1C=NC=CC1 (2-chloro-3-pyridin-3-yl-propionaldehyde), NC(=S)N (thiourea). The solvent is C(C)O (ethanol). The product is COC1=NC=CC=C1N (2-methoxy-pyridin-3-ylamine). RXN SMILES: [CH3:1][O:2][C:3]1[C:8](CC2SC(N)=NC=2)=[CH:7][CH:6]=[CH:5][N:4]=1.ClC(CC1C=[N:23]C=CC=1)C=O.NC(N)=S>C(O)C>[CH3:1][O:2][C:3]1[C:8]([NH2:23])=[CH:7][CH:6]=[CH:5][N:4]=1. Procedure: 5-(2-Methoxy-pyridin-3-ylmethyl)-thiazol-2-ylamine A mixture of 2-chloro-3-pyridin-3-yl-propionaldehyde (crude from above) and thiourea (14.8 g, 0.194 mol) in ethanol (200 mL) was heated to reflux overnight. The solvent was removed and the residue was diluted with dichoromethane (1.2 L) and then washed with sodium hydroxide (10% aqueous solution, 400 mL) and water (200 mL). The organic layer was extracted three times with hydrochloric acid (5% aqueous solution, 400 mL) and the combined aqueous l...